From a dataset of the Open Reaction Database (ORD), a public repository of structured organic reaction records. describe an organic reaction: reactants, conditions, products, and yield Starting materials: C(#N)C1=C(C=C(C=C1)N1C(N(C2(CCC2)C1=O)C1=CC=C(C=C1)CCCC(=O)N)=S)C(F)(F)F (4-(4-(7-(4-Cyano-3-(trifluoromethyl)phenyl)-8-oxo-6-thioxo-5,7-diazaspiro[3.4]octan-5-yl)phenyl)butanamide), Formula 52, CS(=O)C (DMSO), C(C(=O)Cl)(=O)Cl (oxalyl chloride). The solvent is ClCCl (dichloromethane), ClCCl (dichloromethane), ClCCl (dichloromethane). Run at time 15 minute. Yields the product C(#N)CCCC1=CC=C(C=C1)N1C2(CCC2)C(N(C1=S)C1=CC(=C(C#N)C=C1)C(F)(F)F)=O (4-(5-(4-(3-Cyanopropyl)phenyl)-8-oxo-6-thioxo-5,7-diazaspiro[3.4]octan-7-yl)-2-(trifluoromethyl)benzonitrile), Formula 53. Reaction SMILES: CS(C)=O.C(Cl)(=O)C(Cl)=O.[C:11]([C:13]1[CH:18]=[CH:17][C:16]([N:19]2[C:26](=[O:27])[C:22]3([CH2:25][CH2:24][CH2:23]3)[N:21]([C:28]3[CH:33]=[CH:32][C:31]([CH2:34][CH2:35][CH2:36][C:37]([NH2:39])=O)=[CH:30][CH:29]=3)[C:20]2=[S:40])=[CH:15][C:14]=1[C:41]([F:44])([F:43])[F:42])#[N:12]>ClCCl>[C:37]([CH2:36][CH2:35][CH2:34][C:31]1[CH:30]=[CH:29][C:28]([N:21]2[C:20](=[S:40])[N:19]([C:16]3[CH:17]=[CH:18][C:13]([C:11]#[N:12])=[C:14]([C:41]([F:44])([F:42])[F:43])[CH:15]=3)[C:26](=[O:27])[C:22]32[CH2:23][CH2:24][CH2:25]3)=[CH:33][CH:32]=1)#[N:39]. Procedure details: A solution of DMSO (0.01 mL, 0.12 mmol) in dry dichloromethane (1 mL) was added to a stirred solution of oxalyl chloride (0.01 mL, 0.09 mmol) in dry dichloromethane (2 mL) at −78° C. After 15 min, a dichloromethane solution of 4-(4-(7-(4-Cyano-3-(trifluoromethyl)phenyl)-8-oxo-6-thioxo-5,7-diazaspiro[3.4]octan-5-yl)phenyl)butanamide, RD130 (Formula 52) (35 mg, 0.07 mmol) was added to the reaction mixture. Stirring was continued for 20 min at −78° C., and then biethylamine (0.03 mL, 0.22 mmol) was...